Dataset: the Open Reaction Database (ORD), a public repository of structured organic reaction records. Task: describe an organic reaction: reactants, conditions, products, and yield Reactants: BrC=1C=CC(=C(CC2=CC3=C(OCCO3)C=C2)C1)Cl (6-(5-bromo-2-chlorobenzyl)-2,3-dihydrobenzo[b][1,4]dioxine), C(CCC)[Li] (n-butyllithium), C(C1=CC=CC=C1)O[C@H]1C(S[C@@H]([C@H]([C@@H]1OCC1=CC=CC=C1)OCC1=CC=CC=C1)COCC1=CC=CC=C1)=O ((3R,4S,5S,6R)-3,4,5-tris(benzyloxy)-6-((benzyloxy)methyl)tetrahydro-2H-thiopyran-2-one). Solvent: O1CCCC1 (tetrahydrofuran), O1CCCC1 (tetrahydrofuran). Conditions: time 0.5 hour. Yields the product C(C1=CC=CC=C1)O[C@H]1C(S[C@@H]([C@H]([C@@H]1OCC1=CC=CC=C1)OCC1=CC=CC=C1)COCC1=CC=CC=C1)(O)C1=CC(=C(C=C1)Cl)CC1=CC2=C(OCCO2)C=C1 ((3R,4S,5S,6R)-3,4,5-tris(benzyloxy)-6-(benzyloxymethyl)-2-(4-chloro-3-((2,3-dihydrobenzo[b][1,4]dioxin-6-yl)methyl)phenyl)tetrahydro-2H-thiopyran-2-ol). The yield is 95.0%. As a reaction SMILES: Br[C:2]1[CH:3]=[CH:4][C:5]([Cl:19])=[C:6]([CH:18]=1)[CH2:7][C:8]1[CH:17]=[CH:16][C:11]2[O:12][CH2:13][CH2:14][O:15][C:10]=2[CH:9]=1.C([Li])CCC.[CH2:25]([O:32][C@@H:33]1[C@@H:38]([O:39][CH2:40][C:41]2[CH:46]=[CH:45][CH:44]=[CH:43][CH:42]=2)[C@H:37]([O:47][CH2:48][C:49]2[CH:54]=[CH:53][CH:52]=[CH:51][CH:50]=2)[C@@H:36]([CH2:55][O:56][CH2:57][C:58]2[CH:63]=[CH:62][CH:61]=[CH:60][CH:59]=2)[S:35][C:34]1=[O:64])[C:26]1[CH:31]=[CH:30][CH:29]=[CH:28][CH:27]=1>O1CCCC1>[CH2:25]([O:32][C@@H:33]1[C@@H:38]([O:39][CH2:40][C:41]2[CH:46]=[CH:45][CH:44]=[CH:43][CH:42]=2)[C@H:37]([O:47][CH2:48][C:49]2[CH:50]=[CH:51][CH:52]=[CH:53][CH:54]=2)[C@@H:36]([CH2:55][O:56][CH2:57][C:58]2[CH:59]=[CH:60][CH:61]=[CH:62][CH:63]=2)[S:35][C:34]1([C:2]1[CH:3]=[CH:4][C:5]([Cl:19])=[C:6]([CH2:7][C:8]2[CH:17]=[CH:16][C:11]3[O:12][CH2:13][CH2:14][O:15][C:10]=3[CH:9]=2)[CH:18]=1)[OH:64])[C:26]1[CH:31]=[CH:30][CH:29]=[CH:28][CH:27]=1. Procedure details: To a solution of 6-(5-bromo-2-chlorobenzyl)-2,3-dihydrobenzo[b][1,4]dioxine (124, 384 mg, 1.1 mmol) in tetrahydrofuran (5 mL) at −78° C. under an atmosphere of nitrogen was added dropwise n-butyllithium (2.5M in hexane, 0.45 mL, 1.1 mmol), and the mixture was stirred for 0.5 h at the same temperature. Then a solution of (3R,4S,5S,6R)-3,4,5-tris(benzyloxy)-6-((benzyloxy)methyl)tetrahydro-2H-thiopyran-2-one (123, 300 mg, 0.54 mmol, This compound was synthesized by reference to H. Driguez and B. He... Product: COc1ccc(-c2ccncc2)cc1CNC1CCC(NC(=O)OC(C)(C)C)CC1. Starting materials: CC(C)(C)OC(=O)NC1CCC(N)CC1, CC(=O)O, CC(=O)O[BH-](OC(C)=O)OC(C)=O, C1CCOC1, COc1ccc(-c2ccncc2)cc1C=O, Cc1ccccc1, [Na+], [Na+], O=C([O-])O. RXN SMILES: [C:1]([CH3:2])([CH3:3])([CH3:4])[O:5][C:6]([NH:7][CH:8]1[CH2:9][CH2:10][CH:11]([NH2:14])[CH2:12][CH2:13]1)=[O:15].[C:32]([OH:33])(=[O:34])[CH3:35].[C:36]([O:37][BH-:38]([O:39][C:40](=[O:41])[CH3:42])[O:43][C:44](=[O:45])[CH3:46])(=[O:47])[CH3:48].[CH2:50]1[O:51][CH2:52][CH2:53][CH2:54]1.[CH3:16][O:17][c:18]1[c:19]([CH:20]=[O:21])[cH:22][c:23](-[c:26]2[cH:27][cH:28][n:29][cH:30][cH:31]2)[cH:24][cH:25]1.[CH3:55][c:56]1[cH:57][cH:58][cH:59][cH:60][cH:61]1.[Na+:49].[Na+:66].[O-:62][C:63]([OH:64])=[O:65]>>[C:1]([CH3:2])([CH3:3])([CH3:4])[O:5][C:6]([NH:7][CH:8]1[CH2:9][CH2:10][CH:11]([NH:14][CH2:20][c:19]2[c:18]([O:17][CH3:16])[cH:25][cH:24][c:23](-[c:26]3[cH:27][cH:28][n:29][cH:30][cH:31]3)[cH:22]2)[CH2:12][CH2:13]1)=[O:15]. Reactants: [Si](C)(C)(C(C)(C)C)O[C@@H]1C(O[C@H]([C@@H]1O[Si](C)(C)C(C)(C)C)N1C(N(C(C=C1)=O)CC1=CC=C(C=C1)OC)=O)[C@@H]([C@H](NCCCNC([C@@H](NC(OCC1=CC=CC=C1)=O)CC(C)C)=O)C(=O)OC(C)(C)C)O (tert-butyl (5S,12S)-12-[(R)-[(3R,4R,5R)-3,4-bis{[tert-butyl(dimethyl)silyl]oxy}-5-(3-(4-methoxybenzyl)-2,4-dioxo-3,4-dihydro-1(2H)-pyrimidinyl)tetrahydro-2-furanyl](hydroxy)methyl]-5-isobutyl-3,6-dioxo-1-phenyl-2-oxa-4,7,11-triazatridecan-13-oate), [F-].C(CCC)[N+](CCCC)(CCCC)CCCC (tetrabutylammonium fluoride). Run in O1CCCC1 (tetrahydrofuran). Product: O[C@@H]1C(O[C@H]([C@@H]1O)N1C(N(C(C=C1)=O)CC1=CC=C(C=C1)OC)=O)[C@@H]([C@H](NCCCNC([C@@H](NC(OCC1=CC=CC=C1)=O)CC(C)C)=O)C(=O)OC(C)(C)C)O (tert-butyl (5S,12S)-12-[(R)-[(3S,4R,5R)-3,4-dihydroxy-5-(3-(4-methoxybenzyl)-2,4-dioxo-3,4-dihydro-1(2H)-pyrimidinyl)tetrahydro-2-furanyl](hydroxy)methyl]-5-isobutyl-3,6-dioxo-1-phenyl-2-oxa-4,7,11-triazatridecan-13-oate). Isolated yield 71.1%. RXN SMILES: [Si]([O:8][C@H:9]1[C@@H:13]([O:14][Si](C(C)(C)C)(C)C)[C@H:12]([N:22]2[CH:27]=[CH:26][C:25](=[O:28])[N:24]([CH2:29][C:30]3[CH:35]=[CH:34][C:33]([O:36][CH3:37])=[CH:32][CH:31]=3)[C:23]2=[O:38])[O:11][CH:10]1[C@H:39]([OH:71])[C@@H:40]([C:64]([O:66][C:67]([CH3:70])([CH3:69])[CH3:68])=[O:65])[NH:41][CH2:42][CH2:43][CH2:44][NH:45][C:46](=[O:63])[C@H:47]([CH2:59][CH:60]([CH3:62])[CH3:61])[NH:48][C:49](=[O:58])[O:50][CH2:51][C:52]1[CH:57]=[CH:56][CH:55]=[CH:54][CH:53]=1)(C(C)(C)C)(C)C.[F-].C([N+](CCCC)(CCCC)CCCC)CCC>O1CCCC1>[OH:8][C@H:9]1[C@@H:13]([OH:14])[C@H:12]([N:22]2[CH:27]=[CH:26][C:25](=[O:28])[N:24]([CH2:29][C:30]3[CH:31]=[CH:32][C:33]([O:36][CH3:37])=[CH:34][CH:35]=3)[C:23]2=[O:38])[O:11][CH:10]1[C@H:39]([OH:71])[C@@H:40]([C:64]([O:66][C:67]([CH3:68])([CH3:70])[CH3:69])=[O:65])[NH:41][CH2:42][CH2:43][CH2:44][NH:45][C:46](=[O:63])[C@H:47]([CH2:59][CH:60]([CH3:61])[CH3:62])[NH:48][C:49](=[O:58])[O:50][CH2:51][C:52]1[CH:53]=[CH:54][CH:55]=[CH:56][CH:57]=1 |f:1.2|. Reported procedure: By using an analogous procedure to that described for Example 44, tert-butyl (5S,12S)-12-[(R)-[(3R,4R,5R)-3,4-bis{[tert-butyl(dimethyl)silyl]oxy}-5-(3-(4-methoxybenzyl)-2,4-dioxo-3,4-dihydro-1(2H)-pyrimidinyl)tetrahydro-2-furanyl](hydroxy)methyl]-5-isobutyl-3,6-dioxo-1-phenyl-2-oxa-4,7,11-triazatridecan-13-oate (100 mg, 0.097 mmol, obtained from Example 4) and tetrabutylammonium fluoride 0.292 ml, 0.292 mmol) were stirred in tetrahydrofuran (1 ml) under nitrogen for 2.5 hours at room temperature... As a reaction SMILES: [OH:1][C:2]1[C:3]([CH2:20][N:21]2[CH2:26][CH2:25][N:24](C(OC(C)(C)C)=O)[CH2:23][CH2:22]2)=[C:4]2[C:8](=[CH:9][CH:10]=1)[N:7]([S:11]([C:14]1[CH:19]=[CH:18][CH:17]=[CH:16][CH:15]=1)(=[O:13])=[O:12])[CH:6]=[CH:5]2.Br[CH2:35][C:36]#[N:37].[OH-].[Na+]>C(Cl)Cl.S([O-])(O)(=O)=O.C([N+](CCCC)(CCCC)CCCC)CCC>[C:14]1([S:11]([N:7]2[C:8]3[C:4](=[C:3]([CH2:20][N:21]4[CH2:22][CH2:23][NH:24][CH2:25][CH2:26]4)[C:2]([O:1][CH2:35][C:36]#[N:37])=[CH:10][CH:9]=3)[CH:5]=[CH:6]2)(=[O:12])=[O:13])[CH:15]=[CH:16][CH:17]=[CH:18][CH:19]=1 |f:2.3,5.6|. Solvent: C(Cl)Cl (DCM). Reagents/catalysts: S(=O)(=O)(O)[O-].C(CCC)[N+](CCCC)(CCCC)CCCC (tetrabutylammonium hydrogensulphate). Yields the product C1(=CC=CC=C1)S(=O)(=O)N1C=CC2=C(C(=CC=C12)OCC#N)CN1CCNCC1 ({[1-(Phenylsulfonyl)-4-(piperazin-1-ylmethyl)-1H-indol-5-yl]oxy}acetonitrile). Isolated yield 7.0%. Starting materials: OC=1C(=C2C=CN(C2=CC1)S(=O)(=O)C1=CC=CC=C1)CN1CCN(CC1)C(=O)OC(C)(C)C (tert-Butyl 4-{[5-hydroxy-1-(phenylsulfonyl)-1H-indol-4-yl]methyl}piperazine-1-carboxylate), OC=1C(=C2C=CN(C2=CC1)S(=O)(=O)C1=CC=CC=C1)CN1CCN(CC1)C(=O)OC(C)(C)C (tert-Butyl 4-{[5-hydroxy-1-(phenylsulfonyl)-1H-indol-4-yl]methyl}piperazine-1-carboxylate), BrCC#N (bromoacetonitrile), [OH-].[Na+] (NaOH). Reported procedure: To a solution of tert-Butyl 4-{[5-hydroxy-1-(phenylsulfonyl)-1H-indol-4-yl]methyl}piperazine-1-carboxylate (45 mg, 0.10 mmol; Intermediate 64) in dry DCM (2 mL) was added bromoacetonitrile, 57 mg (0.48 mmol), tetrabutylammonium hydrogensulphate, 8 mg (0.02 mmol), 2M NaOH (1 mL) and the two phase system was vigorously stirred at room temperature over night. The organic phase was separated and the aqueous phase was washed once with water. The solvent from the combined organic phases was removed at... The reactants are C(C)(C)(C)OC(=O)N(C[C@@H](C=1C=NC=CC1)O[Si](C)(C)C(C)(C)C)C[C@@H]1OC2=CC=C(C=C2CC1)C=1C=C(C(=O)O)C=CC1 (3-[(2R)-2-({(tert-Butoxycarbonyl)[(2R)-2-{[tert-butyl(dimethyl)silyl]oxy}-2-(3-pyridinyl)ethyl]amino}methyl)-3,4-dihydro-2H-chromen-6-yl]benzoic Acid), 1-[(3-dimethylamino)propyl]-3-ethylcarbodiimide, CN(C)C1=NC=CC=C1 (dimethylaminopyridine), CS(=O)(=O)N (methylsulfonamide), Cl (HCl). Run in C(Cl)Cl (methylene chloride), O1CCOCC1 (1,4-dioxane). Reaction conditions: time 8 hour. The product is O[C@@H](CNC[C@@H]1OC2=CC=C(C=C2CC1)C=1C=C(C(=O)NS(=O)(=O)C)C=CC1)C=1C=NC=CC1 (N-{3-[(2R)-2-({[(2R)-2-Hydroxy-2-(3-pyridinyl)ethyl]amino}methyl)-3,4-dihydro-2H-chromen-6-yl]benzoyl}methanesulfonamide). Isolated yield 61.0%. RXN SMILES: C(OC([N:8]([CH2:25][C@H:26]1[CH2:35][CH2:34][C:33]2[C:28](=[CH:29][CH:30]=[C:31]([C:36]3[CH:37]=[C:38]([CH:42]=[CH:43][CH:44]=3)[C:39](O)=[O:40])[CH:32]=2)[O:27]1)[CH2:9][C@H:10]([O:17][Si](C(C)(C)C)(C)C)[C:11]1[CH:12]=[N:13][CH:14]=[CH:15][CH:16]=1)=O)(C)(C)C.CN(C1C=CC=CN=1)C.[CH3:54][S:55]([NH2:58])(=[O:57])=[O:56].Cl>C(Cl)Cl.O1CCOCC1>[OH:17][C@H:10]([C:11]1[CH:12]=[N:13][CH:14]=[CH:15][CH:16]=1)[CH2:9][NH:8][CH2:25][C@H:26]1[CH2:35][CH2:34][C:33]2[C:28](=[CH:29][CH:30]=[C:31]([C:36]3[CH:37]=[C:38]([CH:42]=[CH:43][CH:44]=3)[C:39]([NH:58][S:55]([CH3:54])(=[O:57])=[O:56])=[O:40])[CH:32]=2)[O:27]1. Procedure: The product of Example 86 (100 mg, 0.16 mmol), 1-[(3-dimethylamino)propyl]-3-ethylcarbodiimide (36 mg, 0.19 mmol), dimethylaminopyridine (20 mg, 0.16 mmol), and methylsulfonamide (17 mg, 0.18 mmol) were dissolved in 2 mL methylene chloride and stirred overnight at room temperature. The mixture was treated with 0.5 mL 4 M HCl in 1,4-dioxane was added, the solution stirred for 0.5 hours, concentrated to dryness and the residue was purified by preparative HPLC to obtain the title compound (47 mg, 6... As a reaction SMILES: [CH2:1]([CH3:2])[O:3][C:4](=[O:5])[CH:6]1[CH2:7][CH2:8][CH:9]([N:12]2[c:13]3[c:14]([cH:41][c:42]([CH3:49])[c:43]([C:45]([F:46])([F:47])[F:48])[cH:44]3)[CH:15]([N:19]([c:20]3[n:21][n:22][n:23]([CH3:25])[n:24]3)[CH2:26][c:27]3[cH:28][c:29]([C:37]([F:38])([F:39])[F:40])[cH:30][c:31]([C:33]([F:34])([F:35])[F:36])[cH:32]3)[CH2:16][CH2:17][CH2:18]2)[CH2:10][CH2:11]1.[CH3:53][OH:54].[ClH:52].[Na+:51].[OH-:50].[OH2:55]>>[O:3]=[C:4]([OH:5])[CH:6]1[CH2:7][CH2:8][CH:9]([N:12]2[c:13]3[c:14]([cH:41][c:42]([CH3:49])[c:43]([C:45]([F:46])([F:47])[F:48])[cH:44]3)[CH:15]([N:19]([c:20]3[n:21][n:22][n:23]([CH3:25])[n:24]3)[CH2:26][c:27]3[cH:28][c:29]([C:37]([F:38])([F:39])[F:40])[cH:30][c:31]([C:33]([F:34])([F:35])[F:36])[cH:32]3)[CH2:16][CH2:17][CH2:18]2)[CH2:10][CH2:11]1. Yields the product Cc1cc2c(cc1C(F)(F)F)N(C1CCC(C(=O)O)CC1)CCCC2N(Cc1cc(C(F)(F)F)cc(C(F)(F)F)c1)c1nnn(C)n1. Starting materials: CCOC(=O)C1CCC(N2CCCC(N(Cc3cc(C(F)(F)F)cc(C(F)(F)F)c3)c3nnn(C)n3)c3cc(C)c(C(F)(F)F)cc32)CC1, CO, Cl, [Na+], [OH-], O.